This data is from the Open Reaction Database (ORD), a public repository of structured organic reaction records. The task is: describe an organic reaction: reactants, conditions, products, and yield Reactants: O=S(=O)(Cl)CCCCl, Nc1cccc(-c2csc3cnc(Cl)nc23)c1. Yields the product O=S(=O)(CCCCl)Nc1cccc(-c2csc3cnc(Cl)nc23)c1. Reaction SMILES: [Cl:18][CH2:19][CH2:20][CH2:21][S:22](=[O:23])(=[O:24])[Cl:25].[Cl:1][c:2]1[n:3][cH:4][c:5]2[c:6]([n:7]1)[c:8](-[c:11]1[cH:12][c:13]([NH2:17])[cH:14][cH:15][cH:16]1)[cH:9][s:10]2>>[Cl:1][c:2]1[n:3][cH:4][c:5]2[c:6]([n:7]1)[c:8](-[c:11]1[cH:12][c:13]([NH:17][S:22]([CH2:21][CH2:20][CH2:19][Cl:18])(=[O:23])=[O:24])[cH:14][cH:15][cH:16]1)[cH:9][s:10]2. Reactants: O=C([O-])O, CN1CCOCC1, CC(C)COC(=O)Cl, N#Cc1cnc2ccc(N)cc2c1Nc1ccc(F)c(Cl)c1, [Na+], C=C(CN1CCOCC1)C(=O)O, c1ccncc1. Product: C=C(CN1CCOCC1)C(=O)Nc1ccc2ncc(C#N)c(Nc3ccc(F)c(Cl)c3)c2c1. As a reaction SMILES: [C:50](=[O:51])([OH:52])[O-:53].[CH3:13][N:14]1[CH2:15][CH2:16][O:17][CH2:18][CH2:19]1.[Cl:20][C:21]([O:22][CH2:23][CH:24]([CH3:25])[CH3:26])=[O:27].[NH2:28][c:29]1[cH:30][c:31]2[c:32]([NH:41][c:42]3[cH:43][c:44]([Cl:49])[c:45]([F:48])[cH:46][cH:47]3)[c:33]([C:39]#[N:40])[cH:34][n:35][c:36]2[cH:37][cH:38]1.[Na+:54].[O:1]1[CH2:2][CH2:3][N:4]([CH2:7][C:8]([C:9](=[O:10])[OH:11])=[CH2:12])[CH2:5][CH2:6]1.[cH:55]1[cH:56][cH:57][n:58][cH:59][cH:60]1>>[O:1]1[CH2:2][CH2:3][N:4]([CH2:7][C:8]([C:9](=[O:11])[NH:28][c:29]2[cH:30][c:31]3[c:32]([NH:41][c:42]4[cH:43][c:44]([Cl:49])[c:45]([F:48])[cH:46][cH:47]4)[c:33]([C:39]#[N:40])[cH:34][n:35][c:36]3[cH:37][cH:38]2)=[CH2:12])[CH2:5][CH2:6]1. Reactants: IC=C(CC1=CC(=C(C(=C1)OC)OC)OC)C=1C=C2C=CC(OC2=CC1)(C)C (6-[2-iodo-1-(3,4,5-trimethoxy-benyl)-vinyl]-2,2-dimethyl-2H-chromene), C(CCC)[Sn](C=C)(CCCC)CCCC (tri-n-butylethenyl-stannane), [Li+].[Cl-] (LiCl), [F-].[NH+]1=CC=CC=C1 (pyridinium fluoride), C(C)(C)(C)C1=C(C(=CC(=C1)C)C(C)(C)C)O (2,6-di-tert-butyl-4-methyl phenol). Reagents/catalysts: C=1C=CC(=CC1)[P](C=2C=CC=CC2)(C=3C=CC=CC3)[Pd]([P](C=4C=CC=CC4)(C=5C=CC=CC5)C=6C=CC=CC6)([P](C=7C=CC=CC7)(C=8C=CC=CC8)C=9C=CC=CC9)[P](C=1C=CC=CC1)(C=1C=CC=CC1)C=1C=CC=CC1 (Pd(PPh3)4). Solvent: O1CCOCC1 (1,4-dioxane), C(C)OCC (diethyl ether), N1=CC=CC=C1 (pyridine). Run at time 16 hour. The product is C(CCC)[Sn](C=C(CC1=CC(=C(C(=C1)OC)OC)OC)C=1C=C2C=CC(OC2=CC1)(C)C)(CCCC)CCCC (Tributyl-[2-(2,2-dimethyl-2H-chromen-6-yl)-3-(3, 4, 5-trimethoxy-phenyl)-propenyl]-stannane). As a reaction SMILES: I[CH:2]=[C:3]([C:17]1[CH:18]=[C:19]2[C:24](=[CH:25][CH:26]=1)[O:23][C:22]([CH3:28])([CH3:27])[CH:21]=[CH:20]2)[CH2:4][C:5]1[CH:10]=[C:9]([O:11][CH3:12])[C:8]([O:13][CH3:14])=[C:7]([O:15][CH3:16])[CH:6]=1.[CH2:29]([Sn:33]([CH2:40][CH2:41][CH2:42][CH3:43])([CH2:36][CH2:37][CH2:38][CH3:39])C=C)[CH2:30][CH2:31][CH3:32].[Li+].[Cl-].C(C1C=C(C)C=C(C(C)(C)C)C=1O)(C)(C)C.[F-].[NH+]1C=CC=CC=1>O1CCOCC1.C(OCC)C.C1C=CC([P]([Pd]([P](C2C=CC=CC=2)(C2C=CC=CC=2)C2C=CC=CC=2)([P](C2C=CC=CC=2)(C2C=CC=CC=2)C2C=CC=CC=2)[P](C2C=CC=CC=2)(C2C=CC=CC=2)C2C=CC=CC=2)(C2C=CC=CC=2)C2C=CC=CC=2)=CC=1.N1C=CC=CC=1>[CH2:40]([Sn:33]([CH2:29][CH2:30][CH2:31][CH3:32])([CH2:36][CH2:37][CH2:38][CH3:39])[CH:2]=[C:3]([C:17]1[CH:18]=[C:19]2[C:24](=[CH:25][CH:26]=1)[O:23][C:22]([CH3:28])([CH3:27])[CH:21]=[CH:20]2)[CH2:4][C:5]1[CH:10]=[C:9]([O:11][CH3:12])[C:8]([O:13][CH3:14])=[C:7]([O:15][CH3:16])[CH:6]=1)[CH2:41][CH2:42][CH3:43] |f:2.3,5.6,^1:83,85,104,123|. Procedure details: To a solution of 6-[2-iodo-1-(3,4,5-trimethoxy-benyl)-vinyl]-2,2-dimethyl-2H-chromene (974 mg, 1.98 mmol) in 1,4-dioxane (9 mL) is added tri-n-butylethenyl-stannane (650 mg, 2.05 mmol), LiCl (252 mg, 594 mmol), Pd(PPh3)4 (46 mg, 0.04 mmol), and a few crystals of 2,6-di-tert-butyl-4-methyl phenol. The resulting suspension is heated to reflux for 4 hours, cooled to room temperature and treated with pyridine (1 mL) and pyridinium fluoride (2 mL, 1.4 M solution in THF, 2.8 mmol). The resulting mixtu... The reactants are C([O-])([O-])=O.[K+].[K+] (potassium carbonate), C(N)(=O)C1=CC=C(N)C=C1 (4-carbamoylaniline), CC1=C(C=CC(=O)Cl)C=CC=C1 (2-methylcinnamoyl chloride). The solvent is CC(=O)C (acetone), O (water), O (water). Run at time 8 hour. Product: CC1=C(C=CC(=O)NC2=CC=C(C=C2)C(N)=O)C=CC=C1 (N-(2-methylcinnamoyl)-4-carbamoylaniline). The yield is 77.7%. Reaction SMILES: C(=O)([O-])[O-].[K+].[K+].[C:7]([C:10]1[CH:16]=[CH:15][C:13]([NH2:14])=[CH:12][CH:11]=1)(=[O:9])[NH2:8].[CH3:17][C:18]1[CH:28]=[CH:27][CH:26]=[CH:25][C:19]=1[CH:20]=[CH:21][C:22](Cl)=[O:23]>CC(C)=O.O>[CH3:17][C:18]1[CH:28]=[CH:27][CH:26]=[CH:25][C:19]=1[CH:20]=[CH:21][C:22]([NH:14][C:13]1[CH:15]=[CH:16][C:10]([C:7](=[O:9])[NH2:8])=[CH:11][CH:12]=1)=[O:23] |f:0.1.2|. Procedure: 4.1 g of potassium carbonate was added to a solution of 2.0 g of 4-carbamoylaniline in 40 ml of acetone and 40 ml of water. To the mixture was gradually added 3.2 g of 2-methylcinnamoyl chloride with ice-cooling. The resulting mixture was stirred at room temperature overnight. The reaction mixture was mixed with water. The resulting precipitate was collected by filtration, washed with water and dried to obtain 3.2 g of N-(2-methylcinnamoyl)-4-carbamoylaniline as a white powder. Reactants: FC=1C(=NC=C(C1)Br)C(=O)N (3-fluoro-5-bromopyridine-2-carboxamide), Cl (HCl), [OH-].[Na+] (NaOH). Yields the product Cl.FC=1C(=NC=C(C1)Br)C(=O)O (3-fluoro-5-bromopyridine carboxylic acid hydrochloride). As a reaction SMILES: [F:1][C:2]1[C:3]([C:9](N)=[O:10])=[N:4][CH:5]=[C:6]([Br:8])[CH:7]=1.[OH-:12].[Na+].[ClH:14]>>[ClH:14].[F:1][C:2]1[C:3]([C:9]([OH:10])=[O:12])=[N:4][CH:5]=[C:6]([Br:8])[CH:7]=1 |f:1.2,4.5|. Reported procedure: A solution of 3-fluoro-5-bromopyridine-2-carboxamide (1.44 g, 6.5 mmol) in conc HCl (aq) (17 mL) was heated to 120° C. for 1.5 h. The reaction was cooled in an ice bath and 48% NaOH was added to slowly until the pH was 5. The solvent was removed in vacuo and toluene (25 mL) was added and then removed in vacuo. The resulting solid was extracted with 4:6 methanol/DCM (×2) and the combined extracts evaporated in vacuo to give crude 3-fluoro-5-bromopyridine carboxylic acid hydrochloride which was us... Reaction SMILES: [C:15]([CH3:16])(=[O:17])[c:18]1[cH:19][s:20][cH:21][cH:22]1.[CH2:1]([Li:2])[CH2:3][CH2:4][CH3:5].[CH3:6][c:7]1[n:8][cH:9][s:10][c:11]1[CH2:12][CH2:13][OH:14].[O:23]1[CH2:24][CH2:25][CH2:26][CH2:27]1>>[CH3:6][c:7]1[n:8][c:9]([C:15]([CH3:16])([OH:17])[c:18]2[cH:19][s:20][cH:21][cH:22]2)[s:10][c:11]1[CH2:12][CH2:13][OH:14]. Starting materials: CC(=O)c1ccsc1, [Li]CCCC, Cc1ncsc1CCO, C1CCOC1. Yields the product Cc1nc(C(C)(O)c2ccsc2)sc1CCO.